Dataset: the Open Reaction Database (ORD), a public repository of structured organic reaction records. Task: describe an organic reaction: reactants, conditions, products, and yield Reported procedure: To a solution of methyltriphenylphosphonium bromide-sodium amide complex (510 mg, 01.22 mmol) in tetrahydrofuran (2.0 mL) was added a solution of the title compound from Example 73 Step B (97 mg, 0.43 mmol) in tetrahydrofuran (1.0 mL) The reaction stirred at room temperature for 16 hours. It was then quenched with saturated ammonium chloride solution and extracted with ethyl acetate. The organic extracts were combined, washed with saturated aqueous sodium chloride solution, dried over sodium sul... Product: BrC=1C=NC=C(C1)C1(CC1)C=C (3-bromo-5-(1-ethenylcyclopropyl)pyridine). Reactants: BrC=1C=C(C=NC1)C1(CC1)C=O (1-(5-bromo-3-pyridinyl)cyclopropanecarbaldehyde), O1CCCC1 (tetrahydrofuran), O1CCCC1 (tetrahydrofuran). Conditions: time 16 hour. RXN SMILES: [Br:1][C:2]1[CH:3]=[C:4]([C:8]2([CH:11]=O)[CH2:10][CH2:9]2)[CH:5]=[N:6][CH:7]=1.O1CCC[CH2:14]1>>[Br:1][C:2]1[CH:7]=[N:6][CH:5]=[C:4]([C:8]2([CH:11]=[CH2:14])[CH2:10][CH2:9]2)[CH:3]=1. Starting materials: Cl (hydrochloric acid), [OH-].[Na+] (sodium hydroxide), C(CCCCCCCCCCC)OC1=CC=C(CBr)C=C1 (4-dodecyloxybenzyl bromide), OC1=C(C=C(C=C1)O)Cl (4-hydroxy-3-chlorophenol). The product is C(CCCCCCCCCCC)OC1=CC=C(CC=2C(=C(C=CC2O)OC2=C(C(=C(C=C2)O)CC2=CC=C(C=C2)OCCCCCCCCCCCC)Cl)Cl)C=C1 (4-dodecyloxybenzyl(4-hydroxy-2-chlorophenyl) ether). As a reaction SMILES: [OH-:1].[Na+].[CH2:3]([O:15][C:16]1[CH:23]=[CH:22][C:19]([CH2:20]Br)=[CH:18][CH:17]=1)[CH2:4][CH2:5][CH2:6][CH2:7][CH2:8][CH2:9][CH2:10][CH2:11][CH2:12][CH2:13][CH3:14].[OH:24][C:25]1[CH:30]=[CH:29][C:28]([OH:31])=[CH:27][C:26]=1[Cl:32].[ClH:33]>>[CH2:3]([O:15][C:16]1[CH:23]=[CH:22][C:19]([CH2:20][C:16]2[C:17]([Cl:33])=[C:18]([O:24][C:25]3[CH:30]=[CH:29][C:28]([OH:31])=[C:27]([CH2:20][C:19]4[CH:22]=[CH:23][C:16]([O:15][CH2:3][CH2:4][CH2:5][CH2:6][CH2:7][CH2:8][CH2:9][CH2:10][CH2:11][CH2:12][CH2:13][CH3:14])=[CH:17][CH:18]=4)[C:26]=3[Cl:32])[CH:19]=[CH:22][C:23]=2[OH:1])=[CH:18][CH:17]=1)[CH2:4][CH2:5][CH2:6][CH2:7][CH2:8][CH2:9][CH2:10][CH2:11][CH2:12][CH2:13][CH3:14] |f:0.1|. Procedure: In an aqueous solution of sodium hydroxide, 2.0 g of 4-dodecyloxybenzyl bromide synthesized in the same manner as described in Referential Example 17 was reacted under reflux with 1.0 g of 4-hydroxy-3-chlorophenol for 8 hours, the thus-obtained solution was put into ice-cooled hydrochloric acid, and the precipitate was recovered by filtration, washed, dried and purified by the silica gel column chromatography to obtain 0.8 g of 4-dodecyloxybenzyl(4-hydroxy-2-chlorophenyl) ether. Reactants: O=C([O-])[O-], O=C1CCc2c(O)ccc(OCc3ccccc3)c2N1, CCC(C)=O, [K+], [K+], O=[N+]([O-])c1cccc(S(=O)(=O)OCC2CO2)c1. Product: O=C1CCc2c(OCC3CO3)ccc(OCc3ccccc3)c2N1. Reaction SMILES: [C:38](=[O:39])([O-:40])[O-:41].[CH2:1]([c:2]1[cH:3][cH:4][cH:5][cH:6][cH:7]1)[O:8][c:9]1[cH:10][cH:11][c:12]([OH:20])[c:13]2[c:18]1[NH:17][C:16](=[O:19])[CH2:15][CH2:14]2.[CH3:44][C:45](=[O:46])[CH2:47][CH3:48].[K+:42].[K+:43].[N+:21]([c:22]1[cH:23][c:24]([S:25]([O:26][CH2:34][CH:35]2[CH2:36][O:37]2)(=[O:27])=[O:28])[cH:29][cH:30][cH:31]1)([O-:32])=[O:33]>>[CH2:1]([c:2]1[cH:3][cH:4][cH:5][cH:6][cH:7]1)[O:8][c:9]1[cH:10][cH:11][c:12]([O:20][CH2:34][CH:35]2[CH2:36][O:37]2)[c:13]2[c:18]1[NH:17][C:16](=[O:19])[CH2:15][CH2:14]2. Procedure details: A mixture of 1 g of ethyl 5,8-dimethoxyimidazo-[1,2-a]-quinoline-2-carboxylate in a mixture of 10 ml of methanol and a 5% sodium carbonate solution was refluxed for 1 hour, and the resultant solution was acidified with dilute hydrochloric acid. The precipitate of 5,8-dimethoxyimidazo-[1,2-a]-quinoline-2-carboxylic acid thus formed was filtered off and was suspended in 10 ml of methanol. The mixture was acidified with HCl/methanol to obtain a clear solution from which the acid crystallized upon a... Reactants: COC1=CC=2N(C3=CC(=CC=C13)OC)C=C(N2)C(=O)OCC (ethyl 5,8-dimethoxyimidazo-[1,2-a]-quinoline-2-carboxylate), Cl (hydrochloric acid), C([O-])([O-])=O.[Na+].[Na+] (sodium carbonate), resultant solution. RXN SMILES: [CH3:1][O:2][C:3]1[C:12]2[C:7](=[CH:8][C:9]([O:13][CH3:14])=[CH:10][CH:11]=2)[N:6]2[CH:15]=[C:16]([C:18]([O:20]CC)=[O:19])[N:17]=[C:5]2[CH:4]=1.C(=O)([O-])[O-].[Na+].[Na+].Cl>CO>[CH3:1][O:2][C:3]1[C:12]2[C:7](=[CH:8][C:9]([O:13][CH3:14])=[CH:10][CH:11]=2)[N:6]2[CH:15]=[C:16]([C:18]([OH:20])=[O:19])[N:17]=[C:5]2[CH:4]=1 |f:1.2.3|. The product is COC1=CC=2N(C3=CC(=CC=C13)OC)C=C(N2)C(=O)O (5,8-dimethoxyimidazo-[1,2-a]-quinoline-2-carboxylic acid). Solvent: CO (methanol). Reactants: C(C)OC(=O)C1=NNC=C1[N+](=O)[O-] (4-nitro-1H-pyrazole-3-carboxylic acid ethyl ester), BrCC1CC1 (bromomethyl-cyclopropane). The product is C(C)OC(=O)C1=NN(C=C1[N+](=O)[O-])CC1CC1 (1-cyclopropylmethyl-4-nitro-1H-pyrazole-3-carboxylic acid ethyl ester). Yield: 46.0%. RXN SMILES: [CH2:1]([O:3][C:4]([C:6]1[C:10]([N+:11]([O-:13])=[O:12])=[CH:9][NH:8][N:7]=1)=[O:5])[CH3:2].Br[CH2:15][CH:16]1[CH2:18][CH2:17]1>>[CH2:1]([O:3][C:4]([C:6]1[C:10]([N+:11]([O-:13])=[O:12])=[CH:9][N:8]([CH2:15][CH:16]2[CH2:18][CH2:17]2)[N:7]=1)=[O:5])[CH3:2]. Procedure details: The product was obtained according to the method described in example 4, step 2 starting from 4-nitro-1H-pyrazole-3-carboxylic acid ethyl ester and bromomethyl-cyclopropane as a mixture of regioisomers which were separated by silica gel chromatography using a heptane/ethyl acetate gradient to yield 88 mg (23%) of the desired regioisomer and 179 mg (46%) of 1-cyclopropylmethyl-4-nitro-1H-pyrazole-3-carboxylic acid ethyl ester. The reactants are N (ammonia), aqueous solution, N (ammonia), N (ammonia), alkali metal salt, N (ammonia), alkaline earth metal salt, S(=O)(=O)(O)C1=C(C(=O)O)C=CC=C1 (o-sulfobenzoic acid), N (ammonia), N (ammonia), N (ammonia). Yields the product ammonium salt, S1(NC(C2=C1C=CC=C2)=O)(=O)=O (1.2-benzoisothiazole-3-on-1.1-dioxide). As a reaction SMILES: [NH3:1].[S:2]([C:6]1[CH:14]=[CH:13][CH:12]=[CH:11][C:7]=1[C:8](O)=[O:9])(O)(=[O:4])=[O:3]>>[S:2]1(=[O:4])(=[O:3])[C:6]2[CH:14]=[CH:13][CH:12]=[CH:11][C:7]=2[C:8](=[O:9])[NH:1]1. Reported procedure: In the third step the reaction of ammonia is reacted with the reaction product produced in the second step. It is possible to react the components by injecting ammonia into the reaction mixture after the second step. Thus, it is preferable to react ammonia and the second step product by mixing an aqueous solution of ammonia with the reaction mixture after the second step. The amount of ammonia employed is preferably in a range of 3.5 - 4.5 mole per mole of the o-sulfobenzoic acid (I) or the alka...